Dataset: the Open Reaction Database (ORD), a public repository of structured organic reaction records. Task: describe an organic reaction: reactants, conditions, products, and yield Starting materials: FC1=NC(=C2NC=NC2=N1)Cl (2-fluoro,6-chloro-purine), C([O-])([O-])=O.[K+].[K+] (potassium carbonate), C(C)(C)I (Isopropyliodide). Run in CN(C)C=O (DMF). Conditions: time 5 hour. The product is ClC1=C2N=CN(C2=NC(=N1)F)C(C)C (6-Chloro-2-fluoro-9-isopropyl-9H-purine). Yield: 43.8%. As a reaction SMILES: [F:1][C:2]1[N:10]=[C:9]2[C:5]([NH:6][CH:7]=[N:8]2)=[C:4]([Cl:11])[N:3]=1.C(=O)([O-])[O-].[K+].[K+].[CH:18](I)([CH3:20])[CH3:19]>CN(C=O)C>[Cl:11][C:4]1[N:3]=[C:2]([F:1])[N:10]=[C:9]2[C:5]=1[N:6]=[CH:7][N:8]2[CH:18]([CH3:20])[CH3:19] |f:1.2.3|. Reported procedure: A mixture of 2-fluoro,6-chloro-purine (2 g, 11.7 mmol), and powdered potassium carbonate (4 g, 28 mmol) was vigorously stirred in 30 ml DMF. Isopropyliodide (6 ml, 60 mmol) was added very slowly over 2 h. The reaction was stirred for a further 5 h. DMF was removed and the crude taken up in ethyl acetate, washed with water (50 ml), brine (50 ml), dried (MgSO4) and concentrated. The crude was purified by silica gel column chromatography (30% ethyl acetate in hexane) to provide the pure product as ... Starting materials: CN(/C=C/C(=O)C1=NN(C=CC1=O)C1=CC(=CC=C1)S(=O)(=O)C)C (3-((E)-3-Dimethylamino-acryloyl)-1-(3-methansulfonyl-phenyl)-1H-pyridazin-4-one), N(=O)[O-].[Na+] (sodium nitrite), [Sn](Cl)Cl (tin(II) chloride), O1COC2=C1C=CC=C2NN (benzo[1,3]dioxol-4-yl-hydrazine), amino. Yields the product O1COC2=C1C=CC=C2N2N=CC=C2C2=NN(C=CC2=O)C2=CC(=CC=C2)S(=O)(=O)C (3-(2-Benzo[1,3]dioxol-4-yl-2H-pyrazol-3-yl)-1-(3-methanesulfonyl-phenyl)-1H-pyridazin-4-one). Reaction SMILES: C[N:2](C)/[CH:3]=[CH:4]/[C:5]([C:7]1[C:12](=[O:13])[CH:11]=[CH:10][N:9]([C:14]2[CH:19]=[CH:18][CH:17]=[C:16]([S:20]([CH3:23])(=[O:22])=[O:21])[CH:15]=2)[N:8]=1)=O.[O:25]1[C:29]2[CH:30]=[CH:31][CH:32]=[C:33]([NH:34]N)[C:28]=2[O:27][CH2:26]1.N([O-])=O.[Na+].[Sn](Cl)Cl>>[O:25]1[C:29]2[CH:30]=[CH:31][CH:32]=[C:33]([N:34]3[C:5]([C:7]4[C:12](=[O:13])[CH:11]=[CH:10][N:9]([C:14]5[CH:19]=[CH:18][CH:17]=[C:16]([S:20]([CH3:23])(=[O:22])=[O:21])[CH:15]=5)[N:8]=4)=[CH:4][CH:3]=[N:2]3)[C:28]=2[O:27][CH2:26]1 |f:2.3|. Procedure: The product was obtained starting from 3-((E)-3-Dimethylamino-acryloyl)-1-(3-methansulfonyl-phenyl)-1H-pyridazin-4-one (A-7) and benzo[1,3]dioxol-4-yl-hydrazine (prepared from the corresponding amino derivative using sodium nitrite and tin(II) chloride as described in J. Med. Chem. 2003, 46, 4676-4686) according to the method described for example 91. MS: M=437.3 (M+H)+ Reagents/catalysts: C1COCCOCCOCCOCCOCCO1 (18-crown-6). Procedure details: A mixture of 55.4 g (0.57 moles) of potassium thiocyanate, 1 g of 18-crown-6 cyclic ether, 80.5 g (0.38 moles) of 2,2,2-trichloroethyl chloroformate and 300 ml of toluene was heated for 3 hours at 50° C. to prepare the acyl isothiocyanate. The mixture was filtered and 74 g (0.38 moles) of 2-cyanoethyl trans-3-diethylaminoacrylate were added dropwise over one hour. After 24 hours at room temperature, the mixture was filtered to give 108 g of crude material which was recrystallized from toluene to... Reaction SMILES: [S-:1][C:2]#[N:3].[K+].Cl[C:6]([O:8][CH2:9][C:10]([Cl:13])([Cl:12])[Cl:11])=[O:7].[CH2:14]([N:16]([CH2:26][CH3:27])/[CH:17]=[CH:18]/[C:19]([O:21][CH2:22][CH2:23][C:24]#[N:25])=[O:20])[CH3:15]>C1OCCOCCOCCOCCOCCOC1.C1(C)C=CC=CC=1>[CH2:26]([N:16]([CH2:14][CH3:15])[CH:17]=[C:18]([C:2](=[S:1])[NH:3][C:6]([O:8][CH2:9][C:10]([Cl:13])([Cl:12])[Cl:11])=[O:7])[C:19]([O:21][CH2:22][CH2:23][C:24]#[N:25])=[O:20])[CH3:27] |f:0.1|. The reactants are [S-]C#N.[K+] (potassium thiocyanate), ClC(=O)OCC(Cl)(Cl)Cl (2,2,2-trichloroethyl chloroformate), C(C)N(/C=C/C(=O)OCCC#N)CC (2-cyanoethyl trans-3-diethylaminoacrylate), acyl isothiocyanate. Run at temperature 50 celsius, time 24 hour. Product: C(C)N(C=C(C(=O)OCCC#N)C(NC(=O)OCC(Cl)(Cl)Cl)=S)CC (2-Cyanoethyl 3-diethylamino-2-[N-(2,2,2-trichloroethoxycarbonyl)thiocarbamoyl]acrylate). Yield: 38.5%. Solvent: C1(=CC=CC=C1)C (toluene). Starting materials: O=C([O-])[O-], CC(C)=O, Sc1cc(Cl)cc(Cl)c1, CC(=O)C(Cl)C(C)=O, [I-], [K+], [K+], [Na+], O. Yields the product CC(=O)C(Sc1cc(Cl)cc(Cl)c1)C(C)=O. RXN SMILES: [C:20](=[O:21])([O-:22])[O-:23].[CH3:26][C:27](=[O:28])[CH3:29].[Cl:11][c:12]1[cH:13][c:14]([SH:19])[cH:15][c:16]([Cl:18])[cH:17]1.[Cl:1][CH:2]([C:3]([CH3:4])=[O:5])[C:6]([CH3:7])=[O:8].[I-:10].[K+:24].[K+:25].[Na+:9].[OH2:30]>>[CH:2]([C:3]([CH3:4])=[O:5])([C:6]([CH3:7])=[O:8])[S:19][c:14]1[cH:13][c:12]([Cl:11])[cH:17][c:16]([Cl:18])[cH:15]1. The reactants are CC(=O)O, CCO, CCCOc1ccc(-c2ccc(-c3ccccc3Cl)n2Cc2ccc(OCCO)c([N+](=O)[O-])n2)cc1, [Na+], O=C([O-])O. Product: CCCOc1ccc(-c2ccc(-c3ccccc3Cl)n2Cc2ccc(OCCO)c(N)n2)cc1. RXN SMILES: [C:37]([OH:38])(=[O:39])[CH3:40].[CH2:41]([OH:42])[CH3:43].[Cl:1][c:2]1[c:3](-[c:8]2[n:9]([CH2:23][c:24]3[cH:25][cH:26][c:27]([O:33][CH2:34][CH2:35][OH:36])[c:28]([N+:30]([O-:31])=[O:32])[n:29]3)[c:10](-[c:13]3[cH:14][cH:15][c:16]([O:19][CH2:20][CH2:21][CH3:22])[cH:17][cH:18]3)[cH:11][cH:12]2)[cH:4][cH:5][cH:6][cH:7]1.[Na+:48].[O-:44][C:45]([OH:46])=[O:47]>>[Cl:1][c:2]1[c:3](-[c:8]2[n:9]([CH2:23][c:24]3[cH:25][cH:26][c:27]([O:33][CH2:34][CH2:35][OH:36])[c:28]([NH2:30])[n:29]3)[c:10](-[c:13]3[cH:14][cH:15][c:16]([O:19][CH2:20][CH2:21][CH3:22])[cH:17][cH:18]3)[cH:11][cH:12]2)[cH:4][cH:5][cH:6][cH:7]1. Procedure: Mixtures of an unsymmetrical azoalkane and the corresponding symmetrical azoalkanes have unique thermal and initiator properties that may extend over a wide temperature range depending upon the R and R' groups. For example, when tert-octylamine (1,1,3,3-tetramethylbutylamine) and tert-butylamine are used in the sulfamide reaction, a mixture of di-tert-octyldiazine (which has a ten hour half life (t-1/2) of 107° C.) and tert butyl tert-octyldiazene (which has a 10 hour half life of 137° C.) is ob... RXN SMILES: [C:1]([NH2:9])([CH2:4][C:5]([CH3:8])([CH3:7])[CH3:6])([CH3:3])[CH3:2].C(N)(C)(C)C.S(N)(N)(=O)=O.C(C1C=CN=NC=1C(CC(C)(C)C)(C)C)(CC(C)(C)C)(C)C.C(N=[N:47][C:48]([CH2:51][C:52](C)(C)C)([CH3:50])[CH3:49])(C)(C)C.C(N=NC(C)(C)C)(C)(C)C>>[C:1]([NH2:9])([CH2:4][C:5]([CH3:8])([CH3:7])[CH3:6])([CH3:3])[CH3:2].[C:48]([NH2:47])([CH2:51][CH3:52])([CH3:50])[CH3:49]. Yields the product C(C)(C)(CC(C)(C)C)N (tert-octylamine), C(C)(C)(CC)N (tert-amylamine), azoalkanes. The reactants are azoalkanes, al 1976, C(C)(C)(CC(C)(C)C)N (tert-octylamine), C(C)(C)(CC(C)(C)C)C1=C(N=NC=C1)C(C)(C)CC(C)(C)C (di-tert-octyldiazine), C(C)(C)(C)N=NC(C)(C)C (Di-tert-butyldiazene), C(C)(C)(C)N=NC(C)(C)CC(C)(C)C (tert butyl tert-octyldiazene), S(=O)(=O)(N)N (sulfamide), azoalkane, C(C)(C)(C)N (tert-butylamine). Reactants: [BH4-], O=C1CCC(c2ccccc2)(c2ccccc2)C2CN(Cc3ccccc3)CC12, CCOC(C)=O, CC(C)OC(C)C, C1CCOC1, O. The product is OC1CCC(c2ccccc2)(c2ccccc2)C2CN(Cc3ccccc3)CC12. Reaction SMILES: [BH4-:30].[CH2:1]([c:2]1[cH:3][cH:4][cH:5][cH:6][cH:7]1)[N:8]1[CH2:9][CH:10]2[C:11]([c:18]3[cH:19][cH:20][cH:21][cH:22][cH:23]3)([c:24]3[cH:25][cH:26][cH:27][cH:28][cH:29]3)[CH2:12][CH2:13][C:14](=[O:17])[CH:15]2[CH2:16]1.[CH3:44][CH2:45][O:46][C:47](=[O:48])[CH3:49].[CH:32]([O:33][CH:34]([CH3:35])[CH3:36])([CH3:37])[CH3:38].[O:39]1[CH2:40][CH2:41][CH2:42][CH2:43]1.[OH2:31]>>[CH2:1]([c:2]1[cH:3][cH:4][cH:5][cH:6][cH:7]1)[N:8]1[CH2:9][CH:10]2[C:11]([c:18]3[cH:19][cH:20][cH:21][cH:22][cH:23]3)([c:24]3[cH:25][cH:26][cH:27][cH:28][cH:29]3)[CH2:12][CH2:13][CH:14]([OH:17])[CH:15]2[CH2:16]1.